Dataset: the Open Reaction Database (ORD), a public repository of structured organic reaction records. Task: describe an organic reaction: reactants, conditions, products, and yield Reactants: [Ag+], O=C([O-])[O-], CN=C(NC#N)SC, CC#N, CN(C)Cc1ccc(CSCCN)o1, CC(C)CC(=O)[O-], [K+], [K+], O=[N+]([O-])[O-]. The product is CNC(=NC#N)NCCSCc1ccc(CN(C)C)o1. Reaction SMILES: [Ag+:43].[C:1](=[O:2])([O-:3])[O-:4].[CH3:21][S:22][C:23]([NH:24][C:25]#[N:26])=[N:27][CH3:28].[CH3:36][C:37]#[N:38].[CH3:7][N:8]([CH3:9])[CH2:10][c:11]1[cH:12][cH:13][c:14]([CH2:16][S:17][CH2:18][CH2:19][NH2:20])[o:15]1.[CH:29]([CH2:30][C:31]([O-:32])=[O:33])([CH3:34])[CH3:35].[K+:5].[K+:6].[N+:39]([O-:40])([O-:41])=[O:42]>>[CH3:7][N:8]([CH3:9])[CH2:10][c:11]1[cH:12][cH:13][c:14]([CH2:16][S:17][CH2:18][CH2:19][NH:20][C:23](=[N:24][C:25]#[N:26])[NH:27][CH3:28])[o:15]1. The reactants are CN1C(N(C(=C1)N)C)=S (1,3-dimethyl-4-amino-4-imidazoline-2-thione), CNCC#N (methylaminoacetonitrile), CN=C=S (methyl isothiocyanate), CN=C=O (methyl isocyanate). The solvent is N1=CC=CC=C1 (pyridine). Run at time 8 hour. Product: CN1C(N(C(C1)NC(=O)NC)C)=S (1,3-dimethyl-4-(methylaminocarbonylamino)-imidazoline-2-thione). The yield is 46.4%. RXN SMILES: [CH3:1][N:2]1[CH:6]=[C:5]([NH2:7])[N:4]([CH3:8])[C:3]1=[S:9].CNCC#N.CN=C=S.[CH3:19][N:20]=[C:21]=[O:22]>N1C=CC=CC=1>[CH3:1][N:2]1[CH2:6][CH:5]([NH:7][C:21]([NH:20][CH3:19])=[O:22])[N:4]([CH3:8])[C:3]1=[S:9]. Procedure details: To a solution of 3.22 grams (0.0225 mol) of 1,3-dimethyl-4-amino-4-imidazoline-2-thione (prepared from methylaminoacetonitrile and methyl isothiocyanate by the method of T. Kinoshita et al, Bull. Chem. Soc. Japan., 53, 442 (1980)) in 12 mL of pyridine under an atmosphere of nitrogen was added with stirring 2.61 grams (0.0457 mol) of methyl isocyanate. The mixture became exothermic. Stirring was continued overnight whereupon a solid precipitate formed in the reaction mixture. The latter was colle... Starting materials: [Si](C)(C)(C(C)(C)C)OC1=CC=C(N)C=C1 (4-[tert-Butyl(dimethyl)silyl]oxyaniline), IC=1C=NN(C1)C1COCC1 (4-iodo-1-tetrahydrofuran-3-yl-pyrazole), sodium tert-butylate, chloro(2-di-tert-butylphosphino-2′,4′,6′-triisopropyl-1,1′-biphenyl)[2-(2-aminoethyl)phenyl]palladium(II). The solvent is O1CCCC1 (tetrahydrofuran). The product is [Si](C)(C)(C(C)(C)C)OC1=CC=C(C=C1)NC=1C=NN(C1)C1COCC1 (N-[4-[tert-Butyl(dimethyl)silyl]oxyphenyl]-1-tetrahydrofuran-3-yl-pyrazol-4-amine). As a reaction SMILES: [Si:1]([O:8][C:9]1[CH:15]=[CH:14][C:12]([NH2:13])=[CH:11][CH:10]=1)([C:4]([CH3:7])([CH3:6])[CH3:5])([CH3:3])[CH3:2].I[C:17]1[CH:18]=[N:19][N:20]([CH:22]2[CH2:26][CH2:25][O:24][CH2:23]2)[CH:21]=1>O1CCCC1>[Si:1]([O:8][C:9]1[CH:15]=[CH:14][C:12]([NH:13][C:17]2[CH:18]=[N:19][N:20]([CH:22]3[CH2:26][CH2:25][O:24][CH2:23]3)[CH:21]=2)=[CH:11][CH:10]=1)([C:4]([CH3:7])([CH3:6])[CH3:5])([CH3:3])[CH3:2]. Reported procedure: 4-[tert-Butyl(dimethyl)silyl]oxyaniline (0.92 g, 3.48 mmol) and 4-iodo-1-tetrahydrofuran-3-yl-pyrazole (0.78 g, 3.48 mmol) dissolved in anhydrous tetrahydrofuran (20 mL) are stirred for one hour at ambient temperature in the presence of sodium tert-butylate (1.7 mL, 2M solution in THF) and chloro(2-di-tert-butylphosphino-2′,4′,6′-triisopropyl-1,1′-biphenyl)[2-(2-aminoethyl)phenyl]palladium(II) (84 mg, 0.122 mmol). The reaction mixture is filtered over Celite and then evaporated to dryness. The r... Starting materials: [Br-], [Br-], COc1cccc2ncn(COC(=O)C(C)(C)C)c(=O)c12, [Mg+2], c1ccncc1. The product is CC(C)(C)C(=O)OCn1cnc2cccc(O)c2c1=O. RXN SMILES: [Br-:1].[Br-:3].[C:4]([C:5]([CH3:6])([CH3:7])[CH3:8])(=[O:9])[O:10][CH2:11][n:12]1[cH:13][n:14][c:15]2[cH:16][cH:17][cH:18][c:19]([O:23][CH3:24])[c:20]2[c:21]1=[O:22].[Mg+2:2].[cH:25]1[cH:26][cH:27][n:28][cH:29][cH:30]1>>[C:4]([C:5]([CH3:6])([CH3:7])[CH3:8])(=[O:9])[O:10][CH2:11][n:12]1[cH:13][n:14][c:15]2[cH:16][cH:17][cH:18][c:19]([OH:23])[c:20]2[c:21]1=[O:22]. Starting materials: O.NN (hydrazine monohydrate), ON1C(C=2C(C1=O)=CC=CC2)=O (N-Hydroxyphthalimide), N12CCCCCC2=NCCC1 (DBU), Cl (hydrochloric acid), C(#N)C1=CC=C(CBr)C=C1 (4-cyanobenzyl bromide), N12CCCCCC2=NCCC1 (1,8-diazabicyclo[5,4,0]-undec-7-ene), C1(C=2C(C(N1)=O)=CC=CC2)=O (phthalimide). Run in C(C)O (ethanol), CN1CCCC1=O (NMP), C(C)O (ethanol). Run at time 65 minute. The product is Cl.C(#N)C1=CC=C(CON)C=C1 (O-(4-cyanobenzyl)hydroxylamine hydrochloride). RXN SMILES: [OH:1][N:2]1C(=O)C2=CC=CC=C2C1=O.[C:13]([C:15]1[CH:22]=[CH:21][C:18]([CH2:19]Br)=[CH:17][CH:16]=1)#[N:14].N12CCCN=C1CCCCC2.[ClH:34].C1(=O)NC(=O)C2=CC=CC=C12.O.NN>CN1C(=O)CCC1.C(O)C>[ClH:34].[C:13]([C:15]1[CH:22]=[CH:21][C:18]([CH2:19][O:1][NH2:2])=[CH:17][CH:16]=1)#[N:14] |f:5.6,9.10|. Reported procedure: N-Hydroxyphthalimide (3.30 g, 20.2 mmol) was dissolved in NMP (50 ml) and 4-cyanobenzyl bromide (4.35 g, 22.2 mmol) was added followed by drop-wise addition of 1,8-diazabicyclo[5,4,0]-undec-7-ene (DBU) (3.0 ml, 20.1 mmol). After complete addition of DBU (ca. 15 min.) the reaction mixture was stirred at room temperature for 65 min. The mixture was poured into ice cooled 1M aqueous hydrochloric acid (500 ml) and the precipitated material was collected by filtration and washed with water and dried ...